From a dataset of the Open Reaction Database (ORD), a public repository of structured organic reaction records. describe an organic reaction: reactants, conditions, products, and yield Starting materials: CC(=O)OCCCCCC1Cc2cc(OC3CCCCO3)ccc2C2C(F)CC3(C)C(=O)CCC3C12, O=C([O-])[O-], CO, CCOC(C)=O, [K+], [K+], O. Yields the product CC12CC(F)C3c4ccc(OC5CCCCO5)cc4CC(CCCCCO)C3C1CCC2=O. RXN SMILES: [C:1](=[O:2])([CH3:3])[O:4][CH2:5][CH2:6][CH2:7][CH2:8][CH2:9][CH:10]1[CH:11]2[CH:12]3[CH2:13][CH2:14][C:15](=[O:36])[C:16]3([CH3:17])[CH2:18][CH:19]([F:35])[CH:20]2[c:21]2[cH:22][cH:23][c:24]([O:28][CH:29]3[O:30][CH2:31][CH2:32][CH2:33][CH2:34]3)[cH:25][c:26]2[CH2:27]1.[C:37](=[O:38])([O-:39])[O-:40].[CH3:43][OH:44].[CH3:46][CH2:47][O:48][C:49](=[O:50])[CH3:51].[K+:41].[K+:42].[OH2:45]>>[OH:4][CH2:5][CH2:6][CH2:7][CH2:8][CH2:9][CH:10]1[CH:11]2[CH:12]3[CH2:13][CH2:14][C:15](=[O:36])[C:16]3([CH3:17])[CH2:18][CH:19]([F:35])[CH:20]2[c:21]2[cH:22][cH:23][c:24]([O:28][CH:29]3[O:30][CH2:31][CH2:32][CH2:33][CH2:34]3)[cH:25][c:26]2[CH2:27]1.